This data is from the Open Reaction Database (ORD), a public repository of structured organic reaction records. The task is: describe an organic reaction: reactants, conditions, products, and yield Reactants: CC(=O)N(CC(=O)O)OC(C)(C)C, COc1ccc(Sc2ccc(CN3CCC(c4cc(N)ccc4C)CC3)cc2)cc1, CCN=C=NCCCN(C)C, CO, CN(C)C=O, CN(C)c1ccncc1, ClCCl, ClCCl, Cl. RXN SMILES: [C:31]([CH3:32])([CH3:33])([CH3:34])[O:35][N:36]([C:37](=[O:38])[CH3:39])[CH2:40][C:41](=[O:42])[OH:43].[CH3:1][O:2][c:3]1[cH:4][cH:5][c:6]([S:9][c:10]2[cH:11][cH:12][c:13]([CH2:16][N:17]3[CH2:18][CH2:19][CH:20]([c:23]4[cH:24][c:25]([NH2:30])[cH:26][cH:27][c:28]4[CH3:29])[CH2:21][CH2:22]3)[cH:14][cH:15]2)[cH:7][cH:8]1.[CH3:45][N:46]([CH3:47])[CH2:48][CH2:49][CH2:50][N:51]=[C:52]=[N:53][CH2:54][CH3:55].[CH3:56][OH:57].[CH3:61][N:62]([CH3:63])[CH:64]=[O:65].[CH3:66][N:67]([CH3:68])[c:69]1[cH:70][cH:71][n:72][cH:73][cH:74]1.[Cl:58][CH2:59][Cl:60].[Cl:75][CH2:76][Cl:77].[ClH:44]>>[CH3:1][O:2][c:3]1[cH:4][cH:5][c:6]([S:9][c:10]2[cH:11][cH:12][c:13]([CH2:16][N:17]3[CH2:18][CH2:19][CH:20]([c:23]4[cH:24][c:25]([NH:30][C:41]([CH2:40][N:36]([O:35][C:31]([CH3:32])([CH3:33])[CH3:34])[C:37](=[O:38])[CH3:39])=[O:42])[cH:26][cH:27][c:28]4[CH3:29])[CH2:21][CH2:22]3)[cH:14][cH:15]2)[cH:7][cH:8]1. Yields the product COc1ccc(Sc2ccc(CN3CCC(c4cc(NC(=O)CN(OC(C)(C)C)C(C)=O)ccc4C)CC3)cc2)cc1.